Dataset: the Open Reaction Database (ORD), a public repository of structured organic reaction records. Task: describe an organic reaction: reactants, conditions, products, and yield The reactants are CCOCn1c(Br)nc2c1c(=O)n(CCCCC(C)OC(C)=O)c(=O)n2C, CS(C)=O, NCCO. Product: CCOCn1c(NCCO)nc2c1c(=O)n(CCCCC(C)OC(C)=O)c(=O)n2C. Reaction SMILES: [C:1]([CH3:2])(=[O:3])[O:4][CH:5]([CH2:6][CH2:7][CH2:8][CH2:9][n:10]1[c:11](=[O:12])[n:13]([CH3:26])[c:14]2[n:15][c:16]([Br:25])[n:17]([CH2:21][O:22][CH2:23][CH3:24])[c:18]2[c:19]1=[O:20])[CH3:27].[CH3:32][S:33]([CH3:34])=[O:35].[NH2:28][CH2:29][CH2:30][OH:31]>>[C:1]([CH3:2])(=[O:3])[O:4][CH:5]([CH2:6][CH2:7][CH2:8][CH2:9][n:10]1[c:11](=[O:12])[n:13]([CH3:26])[c:14]2[n:15][c:16]([NH:28][CH2:29][CH2:30][OH:31])[n:17]([CH2:21][O:22][CH2:23][CH3:24])[c:18]2[c:19]1=[O:20])[CH3:27]. Starting materials: BrB(Br)Br, Cc1c(Nc2ccc(Br)cc2F)c(NS(=O)(=O)C2CC2)c2n(c1=O)CCN2Cc1ccccc1, ClCCl. Yields the product Cc1c(Nc2ccc(Br)cc2F)c(NS(=O)(=O)C2CC2)c2n(c1=O)CCN2. RXN SMILES: [B:1]([Br:2])([Br:3])[Br:4].[CH2:5]([c:6]1[cH:7][cH:8][cH:9][cH:10][cH:11]1)[N:12]1[CH2:13][CH2:14][n:15]2[c:16]1[c:17]([NH:32][S:33](=[O:34])(=[O:35])[CH:36]1[CH2:37][CH2:38]1)[c:18]([NH:23][c:24]1[c:25]([F:31])[cH:26][c:27]([Br:30])[cH:28][cH:29]1)[c:19]([CH3:22])[c:20]2=[O:21].[Cl:39][CH2:40][Cl:41]>>[NH:12]1[CH2:13][CH2:14][n:15]2[c:16]1[c:17]([NH:32][S:33](=[O:34])(=[O:35])[CH:36]1[CH2:37][CH2:38]1)[c:18]([NH:23][c:24]1[c:25]([F:31])[cH:26][c:27]([Br:30])[cH:28][cH:29]1)[c:19]([CH3:22])[c:20]2=[O:21]. The reactants are CONC(=O)C1=CN(C2=NC=C(N=C21)C2=NN(C1=CC(=CC=C21)F)C)COCC[Si](C)(C)C (2-(6-fluoro-1-methyl-1H-indazol-3-yl)-5-(2-trimethylsilanylethoxymethyl)-5H-pyrrolo[2,3-b]pyrazine-7-carboxylic acid methoxy-amide), FC(C(=O)O)(F)F (trifluoroacetic acid), C(CN)N (ethylenediamine). Solvent: ClCCl (dichloromethane). Conditions: time 2 hour. The product is CONC(=O)C1=CNC2=NC=C(N=C21)C2=NN(C1=CC(=CC=C21)F)C (2-(6-fluoro-1-methyl-1H-indazol-3-yl)-5H-pyrrolo[2,3-b]pyrazine-7-carboxylic acid methoxy-amide). Isolated yield 0.3%. Reaction SMILES: [CH3:1][O:2][NH:3][C:4]([C:6]1[C:14]2[C:9](=[N:10][CH:11]=[C:12]([C:15]3[C:23]4[C:18](=[CH:19][C:20]([F:24])=[CH:21][CH:22]=4)[N:17]([CH3:25])[N:16]=3)[N:13]=2)[N:8](COCC[Si](C)(C)C)[CH:7]=1)=[O:5].FC(F)(F)C(O)=O.C(N)CN>ClCCl>[CH3:1][O:2][NH:3][C:4]([C:6]1[C:14]2[C:9](=[N:10][CH:11]=[C:12]([C:15]3[C:23]4[C:18](=[CH:19][C:20]([F:24])=[CH:21][CH:22]=4)[N:17]([CH3:25])[N:16]=3)[N:13]=2)[NH:8][CH:7]=1)=[O:5]. Procedure: To a stirred solution of 2-(6-fluoro-1-methyl-1H-indazol-3-yl)-5-(2-trimethylsilanylethoxymethyl)-5H-pyrrolo[2,3-b]pyrazine-7-carboxylic acid methoxy-amide (53 mg, 113 μmol) in dichloromethane (2 mL) was added trifluoroacetic acid (0.4 mL, 5.19 mmol) at 20° C. After 2 h, the mixture was concentrated in vacuo. The residue was diluted with dichloromethane and concentrated again. The residue was then suspended in dichloromethane (2 mL) and ethylenediamine (0.4 mL, 5.92 mmol) added. The mixture was ... Reactants: O (water), N1=CC=CC=C1 (pyridine), CS(=O)(=O)OS(=O)(=O)C (methanesulphonic anhydride), N1=CC=CC=C1 (Pyridine), CS(=O)(=O)OS(=O)(=O)C (methanesulphonic anhydride), NC1=C2N=C(C(=NC2=CC(=C1Cl)C)OC)OC (5-amino-6-chloro-2,3-dimethoxy-7-methylquinoxaline). The solvent is C(C)(=O)OCC (ethyl acetate), O1CCCC1 (tetrahydrofuran). Run at time 1 hour. Product: ClC=1C(=C2N=C(C(=NC2=CC1C)OC)OC)NS(=O)(=O)C (N-(6-chloro-2,3-dimethoxy-7-methylquinoxalin-5-yl)methanesulphonamide). Yield: 84.1%. Reaction SMILES: N1C=CC=CC=1.[CH3:7][S:8]([O:11]S(C)(=O)=O)(=O)=[O:9].[NH2:16][C:17]1[C:26]([Cl:27])=[C:25]([CH3:28])[CH:24]=[C:23]2[C:18]=1[N:19]=[C:20]([O:31][CH3:32])[C:21]([O:29][CH3:30])=[N:22]2.O>O1CCCC1.C(OCC)(=O)C>[Cl:27][C:26]1[C:17]([NH:16][S:8]([CH3:7])(=[O:11])=[O:9])=[C:18]2[C:23](=[CH:24][C:25]=1[CH3:28])[N:22]=[C:21]([O:29][CH3:30])[C:20]([O:31][CH3:32])=[N:19]2. Procedure details: Pyridine (80 μl, 78 mg, 0.985 mmol) and methanesulphonic anhydride (172 mg, 0.985 mmol) were added to a solution of 5-amino-6-chloro-2,3-dimethoxy-7-methylquinoxaline (Example 3 step (e), 50 mg, 0.197 mmol) in dry tetrahydrofuran (1.6 ml) at room temperature under nitrogen. After stirring for 24 hours further pyridine (32 μl, 31 mg, 0.394 mmol) and methanesulphonic anhydride (69 mg, 0.394 mmol) were added. After a further 16 hours water (0.6 ml) was added and stirring continued for 1 hour. The m... The reactants are CC(C)C[AlH]CC(C)C, CCCCCC, C#CCCCCCC, CC(=O)Oc1c(C)c(C=O)nc2ccc(F)cc12, C1CCOC1, O. The product is CCCCCCC=CC(O)c1nc2ccc(F)cc2c(OC(C)=O)c1C. Reaction SMILES: [CH3:1][CH:2]([CH2:3][AlH:4][CH2:5][CH:6]([CH3:7])[CH3:8])[CH3:9].[CH3:37][CH2:38][CH2:39][CH2:40][CH2:41][CH3:42].[CH:10]#[C:11][CH2:12][CH2:13][CH2:14][CH2:15][CH2:16][CH3:17].[CH:18](=[O:19])[c:20]1[n:21][c:22]2[cH:23][cH:24][c:25]([F:35])[cH:26][c:27]2[c:28]([O:31][C:32]([CH3:33])=[O:34])[c:29]1[CH3:30].[O:43]1[CH2:44][CH2:45][CH2:46][CH2:47]1.[OH2:36]>>[CH:10](=[CH:11][CH2:12][CH2:13][CH2:14][CH2:15][CH2:16][CH3:17])[CH:18]([OH:19])[c:20]1[n:21][c:22]2[cH:23][cH:24][c:25]([F:35])[cH:26][c:27]2[c:28]([O:31][C:32]([CH3:33])=[O:34])[c:29]1[CH3:30]. Starting materials: CCOC(C)=O, CO, CCCCCC, CCOC(=O)c1cnc(Oc2ccc3c(c2)COB3O)c(Cl)c1, Cl, [Na+], [OH-]. Product: O=C(O)c1cnc(Oc2ccc3c(c2)COB3O)c(Cl)c1. As a reaction SMILES: [CH3:27][CH2:28][O:29][C:30]([CH3:31])=[O:32].[CH3:33][OH:34].[CH3:35][CH2:36][CH2:37][CH2:38][CH2:39][CH3:40].[Cl:1][c:2]1[c:3]([O:13][c:14]2[cH:15][c:16]3[c:17]([cH:22][cH:23]2)[B:18]([OH:21])[O:19][CH2:20]3)[n:4][cH:5][c:6]([C:7](=[O:8])[O:9][CH2:10][CH3:11])[cH:12]1.[ClH:26].[Na+:25].[OH-:24]>>[Cl:1][c:2]1[c:3]([O:13][c:14]2[cH:15][c:16]3[c:17]([cH:22][cH:23]2)[B:18]([OH:21])[O:19][CH2:20]3)[n:4][cH:5][c:6]([C:7](=[O:8])[OH:9])[cH:12]1. Reactants: C(=O)(OC)C1=NC2=C(C=CC=C2C(=C1)O)SC (2-carbomethoxy-4-hydroxy-8-methylthioquinoline), CSC1=C(N)C=CC=C1 (2-methylmercaptoaniline), N1=CC=CC2=CC=CC=C12 (quinoline). Yields the product C(=O)(OC)C1=NC2=C(C=CC=C2C(=C1)O)C (2-carbomethoxy-4-hydroxy-8-methylquinoline). Isolated yield 59.0%. As a reaction SMILES: [C:1]([C:5]1[CH:14]=[C:13]([OH:15])[C:12]2[C:7](=[C:8](SC)[CH:9]=[CH:10][CH:11]=2)[N:6]=1)([O:3][CH3:4])=[O:2].[CH3:18]SC1C=CC=CC=1N.N1C2C(=CC=CC=2)C=CC=1>>[C:1]([C:5]1[CH:14]=[C:13]([OH:15])[C:12]2[C:7](=[C:8]([CH3:18])[CH:9]=[CH:10][CH:11]=2)[N:6]=1)([O:3][CH3:4])=[O:2]. Procedure: Employing the same sequence as employed in the preparation of quinoline F3 but starting with the commercially available o-toluidene (Aldrich Chemical Co.) rather than 2-methylmercaptoaniline (F1) the desired quinoline I1 was obtained (1.24 g, 59% yield over two steps). Reaction SMILES: [CH:1]1([CH2:7][N:8]2[C:16]3[C:11](=[N:12][CH:13]=[C:14]([C:17]4[CH:31]=[CH:30][C:20]([CH2:21][NH:22]C(=O)OC(C)(C)C)=[CH:19][CH:18]=4)[N:15]=3)[NH:10][C:9]2=[O:32])[CH2:6][CH2:5][CH2:4][CH2:3][CH2:2]1.BrC1N=C2N(CC3CCCCC3)C(=O)NC2=NC=1.C(NCC1C=CC(B(O)O)=CC=1)(OC(C)(C)C)=O.P([O-])([O-])([O-])=O.[K+].[K+].[K+]>CN(C=O)C.O.C1C=CC(P(C2C=CC=CC=2)[C-]2C=CC=C2)=CC=1.C1C=CC(P(C2C=CC=CC=2)[C-]2C=CC=C2)=CC=1.Cl[Pd]Cl.[Fe+2]>[NH2:22][CH2:21][C:20]1[CH:19]=[CH:18][C:17]([C:14]2[N:15]=[C:16]3[N:8]([CH2:7][CH:1]4[CH2:6][CH2:5][CH2:4][CH2:3][CH2:2]4)[C:9](=[O:32])[NH:10][C:11]3=[N:12][CH:13]=2)=[CH:31][CH:30]=1 |f:3.4.5.6,9.10.11.12|. Procedure details: tert-Butyl 4-(3-(cyclohexylmethyl)-2-oxo-2,3-dihydro-1H-imidazo[4,5-b]pyrazin-5-yl)benzylcarbamate. 6-Bromo-1-(cyclohexylmethyl)-1H-imidazo[4,5-b]pyrazin-2(3H)-one (See Example 55.B) (200 mg, 0.64 mmol), [4-(N-boc-aminomethyl)phenyl]boronic acid (195 mg, 0.77 mmol), dichloro[1,1′-bis(diphenylphosphino)ferrocene]palladium (II) dichloromethane (53 mg, 0.06 mmol) and potassium phosphate (550 mg, 2.58 mmol) in DMF (15 mL) and water (1 mL) were reacted according to General Procedure B. The product wa... Starting materials: C1(CCCCC1)CN1C(NC2=NC=C(N=C21)C2=CC=C(CNC(OC(C)(C)C)=O)C=C2)=O (tert-Butyl 4-(3-(cyclohexylmethyl)-2-oxo-2,3-dihydro-1H-imidazo[4,5-b]pyrazin-5-yl)benzylcarbamate), BrC1=CN=C2C(=N1)N(C(N2)=O)CC2CCCCC2 (6-Bromo-1-(cyclohexylmethyl)-1H-imidazo[4,5-b]pyrazin-2(3H)-one), C(=O)(OC(C)(C)C)NCC1=CC=C(C=C1)B(O)O ([4-(N-boc-aminomethyl)phenyl]boronic acid), P(=O)([O-])([O-])[O-].[K+].[K+].[K+] (potassium phosphate). The product is NCC1=CC=C(C=C1)C1=CN=C2C(=N1)N(C(N2)=O)CC2CCCCC2 (6-(4-(AMINOMETHYL)PHENYL)-1-(CYCLOHEXYLMETHYL)-1H-IMIDAZO[4,5-B]PYRAZIN-2(3H)-ONE). The solvent is CN(C)C=O (DMF), O (water). Reagents/catalysts: C1=CC=C(C=C1)P([C-]2C=CC=C2)C3=CC=CC=C3.C1=CC=C(C=C1)P([C-]2C=CC=C2)C3=CC=CC=C3.Cl[Pd]Cl.[Fe+2] (dichloro[1,1′-bis(diphenylphosphino)ferrocene]palladium).